This data is from the Open Reaction Database (ORD), a public repository of structured organic reaction records. The task is: describe an organic reaction: reactants, conditions, products, and yield Reactants: [OH-].[Na+] (NaOH), CC(=O)OI1(C=2C=CC=CC2C(=O)O1)(OC(=O)C)OC(=O)C (Dess-Martin periodinane), C(C)(C)(C)OC(=O)N1[C@H]2CCC[C@H]2C[C@H]1CO ((1S,3S,5S)-3-hydroxymethyl-2-azabicyclo[3.3.0]octane-2-carboxylic acid tert-butyl ester), O (water). The solvent is CCOCC (ether), C(Cl)Cl (DCM), C(Cl)Cl (DCM). The product is C(C)(C)(C)OC(=O)N1[C@H]2CCC[C@H]2C[C@H]1C=O ((1S,3S,5S)-3-formyl-2-azabicyclo[3.3.0]octane-2-carboxylic acid tert-butyl ester). Reaction SMILES: CC(OI1(OC(C)=O)(OC(C)=O)OC(=O)C2C=CC=CC1=2)=O.[C:23]([O:27][C:28]([N:30]1[C@H:37]([CH2:38][OH:39])[CH2:36][C@H:35]2[C@@H:31]1[CH2:32][CH2:33][CH2:34]2)=[O:29])([CH3:26])([CH3:25])[CH3:24].O.[OH-].[Na+]>C(Cl)Cl.CCOCC>[C:23]([O:27][C:28]([N:30]1[C@H:37]([CH:38]=[O:39])[CH2:36][C@H:35]2[C@@H:31]1[CH2:32][CH2:33][CH2:34]2)=[O:29])([CH3:26])([CH3:25])[CH3:24] |f:3.4|. Procedure details: A solution of Dess-Martin periodinane (4.14 mmol, 2.2 eq) in DCM (10 ml) is treated with a solution of (1S,3S,5S)-3-hydroxymethyl-2-azabicyclo[3.3.0]octane-2-carboxylic acid tert-butyl ester (1.85 mmol, 1.0 eq) in DCM (4 mL) and some drops of water. After 5 h ether and aqueous NaOH solution (1.0 M) are added and the layers are separated. The organic layer is washed with aqueous citric acid (10%) and brine, dried over MgSO4 and concentrated in vacuo to give the desired aldehyde which is used with... Reactants: C1CCNCC1, ClCCl, COC1=C(OC)C(=O)C(Cc2ccc(C(=O)O)c(-c3ccccc3)c2)=C(C)C1=O. Product: COC1=C(OC)C(=O)C(Cc2ccc(C(=O)N3CCCCC3)c(-c3ccccc3)c2)=C(C)C1=O. Reaction SMILES: [CH2:30]1[CH2:31][CH2:32][NH:33][CH2:34][CH2:35]1.[CH2:36]([Cl:37])[Cl:38].[CH3:1][O:2][C:3]1=[C:8]([O:9][CH3:10])[C:7](=[O:11])[C:6]([CH2:12][c:13]2[cH:14][c:15](-[c:22]3[cH:23][cH:24][cH:25][cH:26][cH:27]3)[c:16]([C:17](=[O:18])[OH:19])[cH:20][cH:21]2)=[C:5]([CH3:28])[C:4]1=[O:29]>>[CH3:1][O:2][C:3]1=[C:8]([O:9][CH3:10])[C:7](=[O:11])[C:6]([CH2:12][c:13]2[cH:14][c:15](-[c:22]3[cH:23][cH:24][cH:25][cH:26][cH:27]3)[c:16]([C:17](=[O:18])[N:33]3[CH2:32][CH2:31][CH2:30][CH2:35][CH2:34]3)[cH:20][cH:21]2)=[C:5]([CH3:28])[C:4]1=[O:29]. The reactants are [BH4-].[Na+] (sodium borohydride), ClC=1C=C(C=CC1Cl)SCC(=O)C12CC3CC(CC(C1)C3)C2 (1-adamantyl 3,4-dichlorophenylthiomethyl ketone). The solvent is CO (methanol). Yields the product C12(CC3CC(CC(C1)C3)C2)C(CSC2=CC(=C(C=C2)Cl)Cl)O (1-(1-adamantyl)-2-(3,4-dichlorophenylthio)ethanol). RXN SMILES: [Cl:1][C:2]1[CH:3]=[C:4]([S:9][CH2:10][C:11]([C:13]23[CH2:22][CH:17]4[CH2:18][CH:19]([CH2:21][CH:15]([CH2:16]4)[CH2:14]2)[CH2:20]3)=[O:12])[CH:5]=[CH:6][C:7]=1[Cl:8].[BH4-].[Na+]>CO>[C:13]12([CH:11]([OH:12])[CH2:10][S:9][C:4]3[CH:5]=[CH:6][C:7]([Cl:8])=[C:2]([Cl:1])[CH:3]=3)[CH2:14][CH:15]3[CH2:16][CH:17]([CH2:18][CH:19]([CH2:21]3)[CH2:20]1)[CH2:22]2 |f:1.2|. Reported procedure: 1-adamantyl 3,4-dichlorophenylthiomethyl ketone (1.2 g.) in 250 ml. of methanol is treated with excess sodium borohydride with stirring and ice cooling. When reduction is complete, the solvent is removed, 50 ml. of water is added and the product is extracted with ether. The combined extracts are washed with water, dried over magnesium sulfate and evaporated to dryness to yield 1-(1-adamantyl)-2-(3,4-dichlorophenylthio)ethanol.